This data is from the Open Reaction Database (ORD), a public repository of structured organic reaction records. The task is: describe an organic reaction: reactants, conditions, products, and yield Reactants: COC1=C(C=CC=C1)C1=CC(=NC=N1)NN ([6-(2-methoxy-phenyl)-pyrimidin-4-yl]-hydrazine), CC1=CC=C(C=C1)C(=O)C (4-methylacetophenone), pale solid. Solvent: C(C)O (ethanol). Yields the product COC1=C(C=CC=C1)C1=CC(=NC=N1)NN=C(C)C1=CC=C(C=C1)C (N-[6-(2-Methoxy-phenyl)-pyrimidin-4-yl]-N′-[1-p-tolyl-ethylidene]-hydrazine). As a reaction SMILES: [CH3:1][O:2][C:3]1[CH:8]=[CH:7][CH:6]=[CH:5][C:4]=1[C:9]1[N:14]=[CH:13][N:12]=[C:11]([NH:15][NH2:16])[CH:10]=1.[CH3:17][C:18]1[CH:23]=[CH:22][C:21]([C:24]([CH3:26])=O)=[CH:20][CH:19]=1>C(O)C>[CH3:1][O:2][C:3]1[CH:8]=[CH:7][CH:6]=[CH:5][C:4]=1[C:9]1[N:14]=[CH:13][N:12]=[C:11]([NH:15][N:16]=[C:24]([C:21]2[CH:22]=[CH:23][C:18]([CH3:17])=[CH:19][CH:20]=2)[CH3:26])[CH:10]=1. Procedure details: The title compound was prepared from [6-(2-methoxy-phenyl)-pyrimidin-4-yl]-hydrazine (500 mg, 2.3 mmol) and 4-methylacetophenone (310 μL, 2.3 mmol) in 10 mL of ethanol by a procedure similar to example 1, step 4 yielding 302 mg (39%) of a pale solid. HPLC Purity: 91%. Reactants: BrC1=CC=C(C=C1)C=1C(CC(NN1)=O)C (6-(p-bromophenyl)-4,5-dihydro-5-methyl-3(2H)-pyridazinone), BrBr (bromine). Solvent: C(C)(=O)O (acetic acid), C(C)(=O)O (acetic acid). Conditions: time 30 minute. Product: BrC1=CC=C(C=C1)C=1C(=CC(NN1)=O)C (6-(p-bromophenyl)-5-methyl-3(2H)-pyridazinone). RXN SMILES: [Br:1][C:2]1[CH:7]=[CH:6][C:5]([C:8]2[CH:9]([CH3:15])[CH2:10][C:11](=[O:14])[NH:12][N:13]=2)=[CH:4][CH:3]=1.BrBr>C(O)(=O)C>[Br:1][C:2]1[CH:7]=[CH:6][C:5]([C:8]2[C:9]([CH3:15])=[CH:10][C:11](=[O:14])[NH:12][N:13]=2)=[CH:4][CH:3]=1. Procedure details: A 2.67 g. portion of 6-(p-bromophenyl)-4,5-dihydro-5-methyl-3(2H)-pyridazinone (prepared as described in Example 38 of U.S. Pat. No. 3,824,271) is suspended in 20 ml. of acetic acid. A 1.91 g. (0.62 ml.) portion of bromine in 5 ml. of acetic acid is added dropwise, while the reaction mixture is heated on a steam bath. Heating is continued for an additional 30 minutes. The reaction mixture is poured into crushed ice. The resulting solid is recovered by filtration, washed with water and dried, yie... Starting materials: ClC1=CC=C(C=N1)C(=O)N (6-chloro-3-pyridinecarboxamide), NC=1SC(=CC1C(=O)OCC)CCC (2-amino-5-propyl-3-thiophenecarboxylic acid, ethyl ester). Yields the product O=C1C2=C(N=C3N1C=C(C=C3)C(=O)N)SC(=C2)CCC (4-oxo-2-propyl-4H-pyrido[1,2-a]thieno[2,3-d]pyrimidine-7-carboxamide). Yield: 312.0%. Reaction SMILES: Cl[C:2]1[N:7]=[CH:6][C:5]([C:8]([NH2:10])=[O:9])=[CH:4][CH:3]=1.[NH2:11][C:12]1[S:13][C:14]([CH2:22][CH2:23][CH3:24])=[CH:15][C:16]=1[C:17](OCC)=[O:18]>>[O:18]=[C:17]1[N:7]2[CH:6]=[C:5]([C:8]([NH2:10])=[O:9])[CH:4]=[CH:3][C:2]2=[N:11][C:12]2[S:13][C:14]([CH2:22][CH2:23][CH3:24])=[CH:15][C:16]1=2. Procedure details: From 4.6 g (0.0029 mol) of 6-chloro-3-pyridinecarboxamide (Aldrich Chemical Company) and 8.6 g (0.040 mol) of 2-amino-5-propyl-3-thiophenecarboxylic acid, ethyl ester, following the procedure of Example 22 there is obtained 2.6 g of 4-oxo-2-propyl-4H-pyrido[1,2-a]thieno[2,3-d]pyrimidine-7-carboxamide; mp 260°-264° C. after recrystallization from pyridine. Starting materials: C(C)C(C(=O)O)(P(=O)(O)O)CC (diethyl phosphono acetic acid), [H-].[Na+] (sodium hydride), COC=1C=C(C=CC1)C1C(CCC1)=O (2-(3-methoxyphenyl)cyclopentanone), C(C)(=O)OCC (ethyl acetate). Run in COCCOC (1,2-dimethoxyethane), COCCOC (1,2-dimethoxyethane), O (water). Run at time 1 hour. The product is COC=1C=C(C=CC1)C1C(CCC1)=CC(=O)OCC (ethyl [2-(3-methoxyphenyl)cyclopentylidene]acetate). RXN SMILES: C(C(CC)(P(O)(O)=O)C(O)=O)C.[H-].[Na+].[CH3:15][O:16][C:17]1[CH:18]=[C:19]([CH:23]2[CH2:27][CH2:26][CH2:25][C:24]2=O)[CH:20]=[CH:21][CH:22]=1.[C:29]([O:32][CH2:33][CH3:34])(=[O:31])[CH3:30]>COCCOC.O>[CH3:15][O:16][C:17]1[CH:18]=[C:19]([CH:23]2[CH2:27][CH2:26][CH2:25][C:24]2=[CH:30][C:29]([O:32][CH2:33][CH3:34])=[O:31])[CH:20]=[CH:21][CH:22]=1 |f:1.2|. Reported procedure: To a solution of diethyl phosphono acetic acid (8.0 ml) in 1,2-dimethoxyethane (80 ml) was added sodium hydride (60% in oil, 1.4 g) at 0° C. under N2. After being stirred for 1 hour at ambient temperature, to the solution was added a solution of 2-(3-methoxyphenyl)cyclopentanone (4.5 g) in 1,2-dimethoxyethane (20 ml). After being stirred for 12 hours, the reaction mixture was poured into a mixture of ethyl acetate and water. The organic layer was washed with saturated sodium bicarbonate aqueous ... Starting materials: FC(N1N=C(C=C1CO)C1=CC=C(C=C1)OC(F)(F)F)F ([2-difluoromethyl-5-(4-trifluoromethoxy-phenyl)-2H-pyrazol-3-yl]-methanol), CN(C(=O)N=NC(=O)N(C)C)C (N,N,N′,N′-tetramethyl azodicarboxamide), C(CCC)P(CCCC)CCCC (tributylphosphine), C(C)OC(CN1C=CC2=CC=C(C=C12)O)=O ((6-hydroxy-indol-1-yl)-acetic acid ethyl ester). The product is C(C)OC(CN1C=CC2=CC=C(C=C12)OCC=1N(N=C(C1)C1=CC=C(C=C1)OC(F)(F)F)C(F)F)=O ({6-[2-difluoromethyl-5-(4-trifluoromethoxy-phenyl)-2H-pyrazol-3-ylmethoxy]-indol-1-yl}-acetic acid ethyl ester). As a reaction SMILES: [CH2:1]([O:3][C:4](=[O:16])[CH2:5][N:6]1[C:14]2[C:9](=[CH:10][CH:11]=[C:12]([OH:15])[CH:13]=2)[CH:8]=[CH:7]1)[CH3:2].[F:17][CH:18]([F:37])[N:19]1[C:23]([CH2:24]O)=[CH:22][C:21]([C:26]2[CH:31]=[CH:30][C:29]([O:32][C:33]([F:36])([F:35])[F:34])=[CH:28][CH:27]=2)=[N:20]1.CN(C)C(N=NC(N(C)C)=O)=O.C(P(CCCC)CCCC)CCC>>[CH2:1]([O:3][C:4](=[O:16])[CH2:5][N:6]1[C:14]2[C:9](=[CH:10][CH:11]=[C:12]([O:15][CH2:24][C:23]3[N:19]([CH:18]([F:37])[F:17])[N:20]=[C:21]([C:26]4[CH:27]=[CH:28][C:29]([O:32][C:33]([F:35])([F:34])[F:36])=[CH:30][CH:31]=4)[CH:22]=3)[CH:13]=2)[CH:8]=[CH:7]1)[CH3:2]. Procedure details: In analogy to the procedure described for example 3 c], (6-hydroxy-indol-1-yl)-acetic acid ethyl ester (example 2 e]) was reacted with [2-difluoromethyl-5-(4-trifluoromethoxy-phenyl)-2H-pyrazol-3-yl]-methanol in the presence of N,N,N′,N′-tetramethyl azodicarboxamide and tributylphosphine to give {6-[2-difluoromethyl-5-(4-trifluoromethoxy-phenyl)-2H-pyrazol-3-ylmethoxy]-indol-1-yl}-acetic acid ethyl ester as white solid. Starting materials: CC1=NN(C(=C1C1=CC=CC=C1)C)C1=CC=C(C=C1)CCNC(OC1=CC=CC=C1)=O (Phenyl 2-[4-(3,5-dimethyl-4-phenyl-1H-pyrazol-1-yl)phenyl]ethylcarbamate), COC=1C=C(C=CC1)S(=O)(=O)N (3-methoxybenzenesulfonamide). Product: CC1=NN(C(=C1C1=CC=CC=C1)C)C1=CC=C(C=C1)CCNC(=O)NS(=O)(=O)C1=CC(=CC=C1)OC (N-[({2-[4-(3,5-Dimethyl-4-phenyl-1H-pyrazol-1-yl)phenyl]ethyl}amino)carbonyl]-3-methoxybenzenesulfonamide). RXN SMILES: [CH3:1][C:2]1[C:6]([C:7]2[CH:12]=[CH:11][CH:10]=[CH:9][CH:8]=2)=[C:5]([CH3:13])[N:4]([C:14]2[CH:19]=[CH:18][C:17]([CH2:20][CH2:21][NH:22][C:23](=O)[O:24]C3C=CC=CC=3)=[CH:16][CH:15]=2)[N:3]=1.[CH3:32][O:33][C:34]1[CH:35]=[C:36]([S:40]([NH2:43])(=[O:42])=[O:41])[CH:37]=[CH:38][CH:39]=1>>[CH3:1][C:2]1[C:6]([C:7]2[CH:8]=[CH:9][CH:10]=[CH:11][CH:12]=2)=[C:5]([CH3:13])[N:4]([C:14]2[CH:15]=[CH:16][C:17]([CH2:20][CH2:21][NH:22][C:23]([NH:43][S:40]([C:36]3[CH:37]=[CH:38][CH:39]=[C:34]([O:33][CH3:32])[CH:35]=3)(=[O:42])=[O:41])=[O:24])=[CH:18][CH:19]=2)[N:3]=1. Reported procedure: The title compound was prepared according to the procedure described in step 2 of Example 22 from phenyl 2-[4-(3,5-dimethyl-4-phenyl-1H-pyrazol-1-yl)phenyl]ethylcarbamate (step 1 of Example 22) and 3-methoxybenzenesulfonamide: 1H-NMR (CDCl3) δ 7.47-7.09 (13H, m), 6.36 (1H, br.s), 3.81 (3H, s), 3.49-3.43 (2H, m), 2.83 (2H, t, J=6.6 Hz), 2.32 (3H, s), 2.24 (3H, s). The reactants are C(CCCCCC\C=C\C=C\C)O (trans,trans-8,10-dodecadien-1-ol), C(C)[Si](Cl)(CC)CC (triethyl-chlorosilane). Solvent: C(C)N(CC)CC (triethylamine). Conditions: time 15 hour. Yields the product C(CCCCCC\C=C\C=C\C)O[Si](CC)(CC)CC (trans,trans-8,10-dodecadien-1-yl-oxytriethylsilane). Reaction SMILES: [CH2:1]([OH:13])[CH2:2][CH2:3][CH2:4][CH2:5][CH2:6][CH2:7]/[CH:8]=[CH:9]/[CH:10]=[CH:11]/[CH3:12].[CH2:14]([Si:16]([CH2:20][CH3:21])([CH2:18][CH3:19])Cl)[CH3:15]>C(N(CC)CC)C>[CH2:1]([O:13][Si:16]([CH2:20][CH3:21])([CH2:18][CH3:19])[CH2:14][CH3:15])[CH2:2][CH2:3][CH2:4][CH2:5][CH2:6][CH2:7]/[CH:8]=[CH:9]/[CH:10]=[CH:11]/[CH3:12]. Procedure: A mixture of trans,trans-8,10-dodecadien-1-ol (1.82 g), triethylamine (3.5 ml) and triethyl-chlorosilane (1.85 ml) is held at 25° C. for 15 hours. After dilution of the mixture with hexane (100 ml), it is thoroughly washed with ice-water (3×50 ml), dried (CaSO4), concentrated by evaporation and distilled. The title compound is obtained in the boiling range of 107° to 112° C. (nD20 =1.4697). Reactants: COC(=O)c1ccc2cnc(NC3CCC(NC(=O)OC(C)(C)C)CC3)nc2c1, CO, [Li+], [OH-]. Yields the product CC(C)(C)OC(=O)NC1CCC(Nc2ncc3ccc(C(=O)O)cc3n2)CC1. RXN SMILES: [C:1]([CH3:2])([CH3:3])([CH3:4])[O:5][C:6](=[O:7])[NH:8][CH:9]1[CH2:10][CH2:11][CH:12]([NH:15][c:16]2[n:17][c:18]3[cH:19][c:20]([C:26](=[O:27])[O:28][CH3:29])[cH:21][cH:22][c:23]3[cH:24][n:25]2)[CH2:13][CH2:14]1.[CH3:32][OH:33].[Li+:31].[OH-:30]>>[C:1]([CH3:2])([CH3:3])([CH3:4])[O:5][C:6](=[O:7])[NH:8][CH:9]1[CH2:10][CH2:11][CH:12]([NH:15][c:16]2[n:17][c:18]3[cH:19][c:20]([C:26](=[O:27])[OH:28])[cH:21][cH:22][c:23]3[cH:24][n:25]2)[CH2:13][CH2:14]1.